From a dataset of the Open Reaction Database (ORD), a public repository of structured organic reaction records. describe an organic reaction: reactants, conditions, products, and yield Starting materials: C(C)(=O)O[C@H]1CC([C@]2(C)[C@@H]1[C@@H]1CCC3=CC(CC[C@]3(C)[C@H]1CC2)=O)=O (15α-acetoxy-4-androstene-3,17-dione), N1=CC=CC=C1 (pyridine), COC(C)(C)OC (dimethoxypropane), [NH+]1=CC=CC=C1.C1(=CC=C(C=C1)S(=O)(=O)[O-])C (pyridinium 4-toluenesulfonate). Run in C(C)(=O)OCC (ethyl acetate). Conditions: time 5 hour. Product: C(C)(=O)O[C@H]1CC([C@]2(C)[C@@H]1[C@@H]1CC=C3C=C(CC[C@]3(C)[C@H]1CC2)OC)=O (15α-Acetoxy-3-methoxyandrosta-3,5-dien-17-one). RXN SMILES: [C:1]([O:4][C@@H:5]1[C@H:10]2[C@H:11]3[C@H:21]([CH2:22][CH2:23][C@:8]2([CH3:9])[C:7](=[O:25])[CH2:6]1)[C@:19]1([CH3:20])[C:14](=[CH:15][C:16](=[O:24])[CH2:17][CH2:18]1)[CH2:13][CH2:12]3)(=[O:3])[CH3:2].[CH3:26]OC(OC)(C)C.[NH+]1C=CC=CC=1.C1(C)C=CC(S([O-])(=O)=O)=CC=1.N1C=CC=CC=1>C(OCC)(=O)C>[C:1]([O:4][C@@H:5]1[C@H:10]2[C@H:11]3[C@H:21]([CH2:22][CH2:23][C@:8]2([CH3:9])[C:7](=[O:25])[CH2:6]1)[C@:19]1([CH3:20])[C:14]([CH:15]=[C:16]([O:24][CH3:26])[CH2:17][CH2:18]1)=[CH:13][CH2:12]3)(=[O:3])[CH3:2] |f:2.3|. Procedure: 10.0 g of 15α-acetoxy-4-androstene-3,17-dione is stirred under reflux with 60 ml of dimethoxypropane and 1.0 g of pyridinium-4-toluenesulfonate. After 5 hours, 1 ml of pyridine is added, the mixture is diluted with ethyl acetate, washed neutral with water, and dried. The crude product is recrystallized from hexane/acetone. Yield: 9.6 g of 15α-acetoxy-3-methoxyandrosta-3,5-dien-17-one, mp 209° C. Starting materials: C(C=C)N1C(COC2=C1C=C(C=C2)C(CC2=C(C=C(C=C2)OC)Cl)=O)=O (4-allyl-6-[2-(2-chloro-4-methoxy-phenyl)-acetyl]-4H-benzo[1,4]oxazin-3-one), CI (methyl iodide), crude product. Procedure details: In analogy to Example 56, step 2, 4-allyl-6-[2-(2-chloro-4-methoxy-phenyl)-acetyl]-4H-benzo[1,4]oxazin-3-one (8.9 g) was reacted with methyl iodide at r.t. for 2 h. The crude product was treated with ethanol (25 ml), filtered and dried under high vacuum to give the title compound (7.2 g) as a light yellow solid. MS (m/e)=386.2 [M+H+]. RXN SMILES: [CH2:1]([N:4]1[C:9]2[CH:10]=[C:11]([C:14](=[O:25])[CH2:15][C:16]3[CH:21]=[CH:20][C:19]([O:22][CH3:23])=[CH:18][C:17]=3[Cl:24])[CH:12]=[CH:13][C:8]=2[O:7][CH2:6][C:5]1=[O:26])[CH:2]=[CH2:3].[CH3:27]I>C(O)C>[CH2:1]([N:4]1[C:9]2[CH:10]=[C:11]([C:14](=[O:25])[CH:15]([C:16]3[CH:21]=[CH:20][C:19]([O:22][CH3:23])=[CH:18][C:17]=3[Cl:24])[CH3:27])[CH:12]=[CH:13][C:8]=2[O:7][CH2:6][C:5]1=[O:26])[CH:2]=[CH2:3]. Solvent: C(C)O (ethanol). Yields the product C(C=C)N1C(COC2=C1C=C(C=C2)C(C(C)C2=C(C=C(C=C2)OC)Cl)=O)=O (4-Allyl-6-[2-(2-chloro-4-methoxy-phenyl)-propionyl]-4H-benzo[1,4]oxazin-3-one). The reactants are Three, C(=O)[O-].[NH4+] (ammonium formate), mixture, FC=1C=C(O[C@H]2CN(CCC2)C(C)=O)C=C(C1)[N+](=O)[O-] (1-[(R)-3-(3-fluoro-5-nitro-phenoxy) -piperidin-1-yl]-ethanone), FC=1C=C(O[C@H]2CN(CCC2)C(C)=O)C=C(C1)F (1-[(R)-3-(3,5-difluoro-phenoxy)-piperidin-1-yl]-ethanone), CC(=O)C (acetone). The solvent is CO (methanol), hexanes, O (water), CO (methanol). The product is NC=1C=C(O[C@H]2CN(CCC2)C(C)=O)C=C(C1)F (1-[(R)-3-(3-amino-5-fluoro-phenoxy)-piperidin-1-yl]-ethanone). Isolated yield 75.0%. RXN SMILES: [F:1][C:2]1[CH:3]=[C:4]([CH:15]=[C:16]([N+:18]([O-])=O)[CH:17]=1)[O:5][C@@H:6]1[CH2:11][CH2:10][CH2:9][N:8]([C:12](=[O:14])[CH3:13])[CH2:7]1.FC1C=C(C=C(F)C=1)O[C@@H]1CCCN(C(=O)C)C1.C([O-])=O.[NH4+].CC(C)=O>CO.O>[NH2:18][C:16]1[CH:15]=[C:4]([CH:3]=[C:2]([F:1])[CH:17]=1)[O:5][C@@H:6]1[CH2:11][CH2:10][CH2:9][N:8]([C:12](=[O:14])[CH3:13])[CH2:7]1 |f:2.3|. Procedure details: Three 22 L 3-neck RBFs equipped with heating mantles, mechanical stirrers, thermowells, condensers, and nitrogen bubblers were purged under nitrogen for at least ten minutes. The flasks were charged with 0.454 kg (10 wt %) Pd/C, and 13.62 L (3 vol) methanol. A solution of 4.54 kg (˜16.1 mol) of a mixture of 1-[(R)-3-(3-fluoro-5-nitro-phenoxy) -piperidin-1-yl]-ethanone and 1-[(R)-3-(3,5-difluoro-phenoxy)-piperidin-1-yl]-ethanone in 4.54 L (1 vol) methanol was then charged to the flasks, and an ad... Starting materials: ClC1=CC(=CC=C1)C(=O)OO (m-chloroperbenzoic acid), C(C)(=O)C1=CC(=C(NS(=O)(=O)C)C=C1)SC1=C(C=C(C=C1)F)F (4'-acetyl-2'-(2,4-difluorophenylthio)methanesulfonanilide). The solvent is ClCCl (dichloromethane), ClCCl (dichloromethane). Conditions: time 1 hour. Yields the product C(C)(=O)C1=CC(=C(NS(=O)(=O)C)C=C1)S(=O)C1=C(C=C(C=C1)F)F (4'-acetyl-2'-(2,4-difluorophenylsulfinyl)methanesulfonanilide). Yield: 58.2%. As a reaction SMILES: ClC1C=CC=C(C(OO)=[O:9])C=1.[C:12]([C:15]1[CH:25]=[CH:24][C:18]([NH:19][S:20]([CH3:23])(=[O:22])=[O:21])=[C:17]([S:26][C:27]2[CH:32]=[CH:31][C:30]([F:33])=[CH:29][C:28]=2[F:34])[CH:16]=1)(=[O:14])[CH3:13]>ClCCl>[C:12]([C:15]1[CH:25]=[CH:24][C:18]([NH:19][S:20]([CH3:23])(=[O:22])=[O:21])=[C:17]([S:26]([C:27]2[CH:32]=[CH:31][C:30]([F:33])=[CH:29][C:28]=2[F:34])=[O:9])[CH:16]=1)(=[O:14])[CH3:13]. Procedure: A solution of m-chloroperbenzoic acid (80%; 0.76 g) in dichloromethane (12 ml) was added dropwise to a stirred solution of 4'-acetyl-2'-(2,4-difluorophenylthio)methanesulfonanilide (1.2 g) in dichloromethane (12 ml) at 5° to 10° C. The solution was stirred for 1 hour at the same temperature, washed with a saturated aqueous solution of sodium bicarbonate, dried over magnesium sulfate, and concentrated. The oily residue (0.9 g) was crystallized from ethanol to give crystals of 4'-acetyl-2'-(2,4-di... Reactants: CN(C(C(=O)O)C)C(=O)OC(C)(C)C (2-[methyl-[(2-methylpropan-2-yl)oxycarbonyl]amino]propanoic acid), C1(CCCCC1)N=C=NC1CCCCC1 (N,N′-dicyclohexylcarbodiimide), C1(=CC=CC=C1)C#CC1=CC(=CC(=N1)N)C1=CC=NC=C1 (6-(2-phenylethynyl)-4-(pyridin-4-yl)pyridin-2-amine), CCN(C(C)C)C(C)C (DIPEA). The solvent is C(Cl)Cl (DCM), CN1CCCC1=O (NMP). Reaction conditions: time 30 minute. Yields the product C(C)(C)(C)OC(N(C(C)C(NC1=NC(=CC(=C1)C1=CC=NC=C1)C#CC1=CC=CC=C1)=O)C)=O (tert-butyl-N-methyl-N-(1-{[6-(2-phenylethynyl)-4-(pyridin-4-yl)pyridin-2-yl]-carbamoyl}ethyl)carbamate). As a reaction SMILES: [CH3:1][N:2]([C:8]([O:10][C:11]([CH3:14])([CH3:13])[CH3:12])=[O:9])[CH:3]([CH3:7])[C:4]([OH:6])=O.C1(N=C=NC2CCCCC2)CCCCC1.[C:30]1([C:36]#[C:37][C:38]2[N:43]=[C:42]([NH2:44])[CH:41]=[C:40]([C:45]3[CH:50]=[CH:49][N:48]=[CH:47][CH:46]=3)[CH:39]=2)[CH:35]=[CH:34][CH:33]=[CH:32][CH:31]=1.CCN(C(C)C)C(C)C>C(Cl)Cl.CN1C(=O)CCC1>[C:11]([O:10][C:8](=[O:9])[N:2]([CH3:1])[CH:3]([C:4](=[O:6])[NH:44][C:42]1[CH:41]=[C:40]([C:45]2[CH:46]=[CH:47][N:48]=[CH:49][CH:50]=2)[CH:39]=[C:38]([C:37]#[C:36][C:30]2[CH:31]=[CH:32][CH:33]=[CH:34][CH:35]=2)[N:43]=1)[CH3:7])([CH3:14])([CH3:13])[CH3:12]. Reported procedure: A mixture of 2-[methyl-[(2-methylpropan-2-yl)oxycarbonyl]amino]propanoic acid (1.44 g, 7.1 mmol) and N,N′-dicyclohexylcarbodiimide (0.73 g, 3.55 mmol) in DCM (4 ml) is stirred for 30 minutes at RT. This mixture is added in 4 portions over 48 h via syringe filter to a mixture of 6-(2-phenylethynyl)-4-(pyridin-4-yl)pyridin-2-amine G1 (0.24 g, 0.89 mmol), DIPEA (166 μl, 0.98 mmol) and NMP (2 ml) at 50° C. After stirring for another 16 h at 50° C. the mixture is filtered and the product purified by ... The reactants are C(#C)C1=C(C=C(C(=N1)C(=O)N1CCC(CC1)N1CCCC1)C)C1=CC(=CC=C1)C(F)(F)F ([6-ethynyl-3-methyl-5-(3-trifluoromethyl-phenyl)-pyridin-2-yl]-(4-pyrrolidin-1-yl-piperidin-1-yl)-methanone), N(=[N+]=[N-])CC1=CC=C(C=C1)OC (1-azidomethyl-4-methoxy-benzene), [Na].O=C1C(O)=C([O-])[C@H](O1)[C@@H](O)CO ((+)-sodium L-ascorbate). The reagents and catalysts are [Cu]I (copper(I) iodide). Solvent: CN(C)C=O (DMF), O (H2O). Conditions: time 2 hour. Product: COC1=CC=C(CN2N=NC(=C2)C2=C(C=C(C(=N2)C(=O)N2CCC(CC2)N2CCCC2)C)C2=CC(=CC=C2)C(F)(F)F)C=C1 ([6-[1-(4-Methoxy-benzyl)-1H-[1,2,3]triazol-4-yl]-3-methyl-5-(3-trifluoromethyl-phenyl)-pyridin-2-yl]-(4-pyrrolidin-1-yl-piperidin-1-yl)-methanone). Yield: 88.3%. As a reaction SMILES: [C:1]([C:3]1[N:8]=[C:7]([C:9]([N:11]2[CH2:16][CH2:15][CH:14]([N:17]3[CH2:21][CH2:20][CH2:19][CH2:18]3)[CH2:13][CH2:12]2)=[O:10])[C:6]([CH3:22])=[CH:5][C:4]=1[C:23]1[CH:28]=[CH:27][CH:26]=[C:25]([C:29]([F:32])([F:31])[F:30])[CH:24]=1)#[CH:2].[N:33]([CH2:36][C:37]1[CH:42]=[CH:41][C:40]([O:43][CH3:44])=[CH:39][CH:38]=1)=[N+:34]=[N-:35].[Na].O=C1O[C@H]([C@H](CO)O)C([O-])=C1O>CN(C=O)C.O.[Cu]I>[CH3:44][O:43][C:40]1[CH:39]=[CH:38][C:37]([CH2:36][N:33]2[CH:2]=[C:1]([C:3]3[N:8]=[C:7]([C:9]([N:11]4[CH2:16][CH2:15][CH:14]([N:17]5[CH2:21][CH2:20][CH2:19][CH2:18]5)[CH2:13][CH2:12]4)=[O:10])[C:6]([CH3:22])=[CH:5][C:4]=3[C:23]3[CH:28]=[CH:27][CH:26]=[C:25]([C:29]([F:31])([F:32])[F:30])[CH:24]=3)[N:35]=[N:34]2)=[CH:42][CH:41]=1 |f:2.3,^1:44|. Reported procedure: A solution of 0.30 g (0.68 mmol) of [6-ethynyl-3-methyl-5-(3-trifluoromethyl-phenyl)-pyridin-2-yl]-(4-pyrrolidin-1-yl-piperidin-1-yl)-methanone (example 24) and 0.116 g (0.71 mmol) of 1-azidomethyl-4-methoxy-benzene in 3.0 ml of DMF was treated with 0.013 g (0.066 mmol) of (+)-sodium-L-ascorbate and 0.129 g (0.68 mmol) of copper(I) iodide in 1.0 ml of H2O and the reaction was stirred at RT for 2 hours. Then, the solvents were removed by evaporation in high vacuum, the residue was diluted with H2... Reactants: C(=O)(OC(C)(C)C)N1CC2=CC(=CC=C2C[C@H]1C(=O)OCC)C1=CC=CC=C1 (2-Boc-3(S)-carboethoxy-7-phenyl-1,2,3,4-tetrahydroisoquinoline), Cl (HCl). The solvent is CCOC(=O)C (EtOAc). Yields the product Cl.C(=O)(OCC)[C@H]1NCC2=CC(=CC=C2C1)C1=CC=CC=C1 (3(S)-carboethoxy-7-phenyl-1,2,3,4-tetrahydroisoquinoline hydrochloride). RXN SMILES: C([N:8]1[C@H:17]([C:18]([O:20][CH2:21][CH3:22])=[O:19])[CH2:16][C:15]2[C:10](=[CH:11][C:12]([C:23]3[CH:28]=[CH:27][CH:26]=[CH:25][CH:24]=3)=[CH:13][CH:14]=2)[CH2:9]1)(OC(C)(C)C)=O.[ClH:29]>CCOC(C)=O>[ClH:29].[C:18]([C@@H:17]1[CH2:16][C:15]2[C:10](=[CH:11][C:12]([C:23]3[CH:28]=[CH:27][CH:26]=[CH:25][CH:24]=3)=[CH:13][CH:14]=2)[CH2:9][NH:8]1)([O:20][CH2:21][CH3:22])=[O:19] |f:3.4|. Reported procedure: The Boc-amine from Step 3 (48 mg) was deprotected using 75 mL EtOAc saturated with HCl. Removal of the solvent in vacuo gave the title compound as a white solid. The reactants are O=C(Cl)CBr, CCOC(C)=O, Nc1ccc(NCCNc2ccc([N+](=O)[O-])c(N)n2)cc1-c1ccc(Cl)cc1Cl, [Na+], O=C([O-])O. The product is Nc1nc(NCCNc2ccc(NC(=O)CBr)c(-c3ccc(Cl)cc3Cl)c2)ccc1[N+](=O)[O-]. As a reaction SMILES: [Br:35][CH2:36][C:37](=[O:38])[Cl:39].[CH3:40][CH2:41][O:42][C:43]([CH3:44])=[O:45].[NH2:6][c:7]1[c:8](-[c:27]2[c:28]([Cl:34])[cH:29][c:30]([Cl:33])[cH:31][cH:32]2)[cH:9][c:10]([NH:13][CH2:14][CH2:15][NH:16][c:17]2[n:18][c:19]([NH2:26])[c:20]([N+:23](=[O:24])[O-:25])[cH:21][cH:22]2)[cH:11][cH:12]1.[Na+:5].[O-:1][C:2]([OH:3])=[O:4]>>[NH:6]([c:7]1[c:8](-[c:27]2[c:28]([Cl:34])[cH:29][c:30]([Cl:33])[cH:31][cH:32]2)[cH:9][c:10]([NH:13][CH2:14][CH2:15][NH:16][c:17]2[n:18][c:19]([NH2:26])[c:20]([N+:23](=[O:24])[O-:25])[cH:21][cH:22]2)[cH:11][cH:12]1)[C:37]([CH2:36][Br:35])=[O:38]. Reactants: Cc1cc(Cl)ccc1OCc1cccc([N+](=O)[O-])c1C#N, Cl, [K+], [OH-], Cl[Sn]Cl. Product: Cc1cc(Cl)ccc1OCc1cccc(N)c1C#N. As a reaction SMILES: [Cl:5][c:6]1[cH:7][c:8]([CH3:25])[c:9]([O:10][CH2:11][c:12]2[c:13]([C:14]#[N:15])[c:16]([N+:20]([O-:21])=[O:22])[cH:17][cH:18][cH:19]2)[cH:23][cH:24]1.[ClH:4].[K+:27].[OH-:26].[Sn:1]([Cl:2])[Cl:3]>>[Cl:5][c:6]1[cH:7][c:8]([CH3:25])[c:9]([O:10][CH2:11][c:12]2[c:13]([C:14]#[N:15])[c:16]([NH2:20])[cH:17][cH:18][cH:19]2)[cH:23][cH:24]1. The reactants are COC1=CC=C(CN2C=NC3=CC=C(C=C3C2=O)CC2=NN=C3N2N=C(C=C3)C=3C=NC=CC3)C=C1 (3-(4-Methoxy-benzyl)-6-(6-pyridin-3-yl-[1,2,4]triazolo[4,3-b]pyridazin-3-ylmethyl)-3H quinazolin-4-one), FC(C(=O)O)(F)F (trifluoroacetic acid), C1(=CC=CC=C1)OC (anisole). Reaction conditions: temperature 90 celsius. The product is N1=CC(=CC=C1)C=1C=CC=2N(N1)C(=NN2)CC=2C=C1C(NC=NC1=CC2)=O (6-(6-pyridin-3-yl-[1,2,4]triazolo[4,3-b]pyridazin-3-ylmethyl)-3H-quinazolin-4-one). The yield is 34.8%. Reaction SMILES: COC1C=CC(C[N:8]2[C:17](=[O:18])[C:16]3[C:11](=[CH:12][CH:13]=[C:14]([CH2:19][C:20]4[N:24]5[N:25]=[C:26]([C:29]6[CH:30]=[N:31][CH:32]=[CH:33][CH:34]=6)[CH:27]=[CH:28][C:23]5=[N:22][N:21]=4)[CH:15]=3)[N:10]=[CH:9]2)=CC=1.FC(F)(F)C(O)=O.C1(OC)C=CC=CC=1>>[N:31]1[CH:32]=[CH:33][CH:34]=[C:29]([C:26]2[CH:27]=[CH:28][C:23]3[N:24]([C:20]([CH2:19][C:14]4[CH:15]=[C:16]5[C:11](=[CH:12][CH:13]=4)[N:10]=[CH:9][NH:8][C:17]5=[O:18])=[N:21][N:22]=3)[N:25]=2)[CH:30]=1. Reported procedure: 3-(4-Methoxy-benzyl)-6-(6-pyridin-3-yl-[1,2,4]triazolo[4,3-b]pyridazin-3-ylmethyl)-3H quinazolin-4-one (0.010 mg, 0.021 mmol) was treated with trifluoroacetic acid (1 mL) and anisole (0.1 mL) and heated to 90° C. for 18 hours. The compound was purified via reverse phase HPLC on a C18 column eluting with acetonitrile in water (0.1% TFA) to give 0.0026 g (35%) of 6-(6-pyridin-3-yl-[1,2,4]triazolo[4,3-b]pyridazin-3-ylmethyl)-3H-quinazolin-4-one. 1H NMR (400 MHz, DMSO-d6) δ 9.32 (m, 1H), 8.79 (m, 1H...